From a dataset of the Open Reaction Database (ORD), a public repository of structured organic reaction records. describe an organic reaction: reactants, conditions, products, and yield The reactants are COC(=O)c1ccc(Cl)nn1, CC(c1ccc(O)cc1Cl)C(O)(c1ccc2oc(=O)n(C)c2c1)C(F)(F)F. Yields the product COC(=O)c1ccc(Oc2ccc(C(C)C(O)(c3ccc4oc(=O)n(C)c4c3)C(F)(F)F)c(Cl)c2)nn1. RXN SMILES: [CH3:28][O:29][C:30](=[O:31])[c:32]1[n:33][n:34][c:35]([Cl:38])[cH:36][cH:37]1.[Cl:1][c:2]1[c:3]([CH:9]([C:10]([C:11]([F:12])([F:13])[F:14])([OH:15])[c:16]2[cH:17][cH:18][c:19]3[c:20]([n:21]([CH3:25])[c:22](=[O:24])[o:23]3)[cH:26]2)[CH3:27])[cH:4][cH:5][c:6]([OH:8])[cH:7]1>>[Cl:1][c:2]1[c:3]([CH:9]([C:10]([C:11]([F:12])([F:13])[F:14])([OH:15])[c:16]2[cH:17][cH:18][c:19]3[c:20]([n:21]([CH3:25])[c:22](=[O:24])[o:23]3)[cH:26]2)[CH3:27])[cH:4][cH:5][c:6]([O:8][c:35]2[n:34][n:33][c:32]([C:30]([O:29][CH3:28])=[O:31])[cH:37][cH:36]2)[cH:7]1. Starting materials: FC(C=1C=C(NC(C(C)C)=O)C=CC1)(F)F (m-trifluoromethyl isobutyranilide), OS(=O)(=O)O.O=S(=O)=O (oleum), [N+](=O)(O)[O-] (nitric acid), ice. Solvent: O (water). Run at temperature 5 celsius, time 2 hour. Product: FC(C=1C=C(NC(C(C)C)=O)C=CC1[N+](=O)[O-])(F)F (3'-Trifluoromethyl-4'-Nitro-Isobutyranilide). Reaction SMILES: [F:1][C:2]([F:16])([F:15])[C:3]1[CH:4]=[C:5]([CH:12]=[CH:13][CH:14]=1)[NH:6][C:7](=[O:11])[CH:8]([CH3:10])[CH3:9].OS(O)(=O)=O.O=S(=O)=O.[N+:26]([O-])([OH:28])=[O:27]>O>[F:1][C:2]([F:15])([F:16])[C:3]1[CH:4]=[C:5]([CH:12]=[CH:13][C:14]=1[N+:26]([O-:28])=[O:27])[NH:6][C:7](=[O:11])[CH:8]([CH3:10])[CH3:9] |f:1.2|. Procedure details: Add portion-wise 57.5 g. of m-trifluoromethyl isobutyranilide to 260 ml. of 15-18% oleum while maintaining the internal temperature at about 5° C. To this mixture add drop-wise 20 g. of 90% nitric acid with stirring. Stir at about 5° C. for 2 hours and pour into about 11/2 liters of ice and water with stirring. Collect the 3'-trifluoromethyl-4'-nitro-isobutyranilide by filtration and wash with water until substantially free of excess acid.